Task: describe an organic reaction: reactants, conditions, products, and yield. Dataset: the Open Reaction Database (ORD), a public repository of structured organic reaction records The reactants are FC=1C(=C(C(=O)OCC)C=CC1)COC1=CC(=CC=C1)F (ethyl 3-fluoro-2-[(3-fluorophenyloxy)methyl]benzoate), aqueous solution, [OH-].[Na+] (sodium hydroxide). Run in C(C)O (ethanol). The product is C(C1=CC=CC=C1)(=O)O (benzoic acid). RXN SMILES: F[C:2]1[C:3](COC2C=CC=C(F)C=2)=[C:4]([CH:10]=[CH:11][CH:12]=1)[C:5]([O:7]CC)=[O:6].[OH-].[Na+]>C(O)C>[C:5]([OH:7])(=[O:6])[C:4]1[CH:10]=[CH:11][CH:12]=[CH:2][CH:3]=1 |f:1.2|. Procedure details: To a solution of 13 g of ethyl 3-fluoro-2-[(3-fluorophenyloxy)methyl]benzoate in 100 ml of ethanol is added 50 ml of 5% aqueous solution of sodium hydroxide and the mixture is refluxed with heating for 1 hour. After the solvent is distilled off under reduced pressure, 300 ml of water is added and then 10% hydrochloric acid is added to make the mixture acidic. The precipitated crystals are collected by filtration and dried to give 11 g of 3-fluoro-2-[3-fluorophenyloxy)methyl]benzoic acid. Mass sp... Starting materials: II (iodine), BrC1=CC(=CC(=C1)F)Cl (1-bromo-3-chloro-5-fluorobenzene), [Mg] (magnesium), C(=O)(OC(C)(C)C)N1CC(C1)=O (1-Boc-3-azetidinone), [Cl-].[NH4+] (ammonium chloride). Solvent: O1CCCC1 (tetrahydrofuran), C(C)OCC (diethyl ether), O (water). Run at time 15 minute. The product is ClC=1C=C(C=C(C1)F)C1(CN(C1)C(=O)OC(C)(C)C)O (tert-butyl 3-(3-chloro-5-fluorophenyl)-3-hydroxyazetidine-1-carboxylate). The yield is 70.8%. Reaction SMILES: Br[C:2]1[CH:7]=[C:6]([F:8])[CH:5]=[C:4]([Cl:9])[CH:3]=1.[Mg].II.[C:13]([N:20]1[CH2:23][C:22](=[O:24])[CH2:21]1)([O:15][C:16]([CH3:19])([CH3:18])[CH3:17])=[O:14].[Cl-].[NH4+]>O1CCCC1.C(OCC)C.O>[Cl:9][C:4]1[CH:3]=[C:2]([C:22]2([OH:24])[CH2:21][N:20]([C:13]([O:15][C:16]([CH3:18])([CH3:17])[CH3:19])=[O:14])[CH2:23]2)[CH:7]=[C:6]([F:8])[CH:5]=1 |f:4.5|. Procedure details: A mixture of 1-bromo-3-chloro-5-fluorobenzene (1.47 g, 7.01 mmol), magnesium turnings (0.82 g, 31.1 mmol) and a small piece of iodine in dry tetrahydrofuran (50 mL), under nitrogen was gently heated until reaction started and stirred for 1 h at ambient temperature after which a solution of 1-Boc-3-azetidinone (1.0 g, 5.85 mmol) in dry diethyl ether (10 mL) was added dropwise. The resulting mixture was stirred for 15 min and water (70 ml) and saturated aqueous ammonium chloride (20 mL) was added ... Starting materials: C(C1=CC=CC=C1)N1CCC(CC1)N(C1=NC=CC=C1C(=O)OC)C (1-Benzyl-4-[N-methyl-N-(3-methoxycarbonyl-2-pyridyl)amino]piperidine). The reagents and catalysts are O.[Pd] (palladium hydroxide-on-carbon). The solvent is CO (methanol). Reaction conditions: time 16 hour. Yields the product CN(C1=NC=CC=C1C(=O)OC)C1CCNCC1 (4-[N-methyl-N-(3-methoxycarbonyl-2-pyridyl)amino]piperidine). RXN SMILES: C([N:8]1[CH2:13][CH2:12][CH:11]([N:14]([CH3:25])[C:15]2[C:20]([C:21]([O:23][CH3:24])=[O:22])=[CH:19][CH:18]=[CH:17][N:16]=2)[CH2:10][CH2:9]1)C1C=CC=CC=1>CO.O.[Pd]>[CH3:25][N:14]([CH:11]1[CH2:12][CH2:13][NH:8][CH2:9][CH2:10]1)[C:15]1[C:20]([C:21]([O:23][CH3:24])=[O:22])=[CH:19][CH:18]=[CH:17][N:16]=1 |f:2.3|. Reported procedure: A mixture of 1-benzyl-4-[N-methyl-N-(3-methoxycarbonyl-2-pyridyl)amino]piperidine (EXAMPLE 136, 250 mg) and palladium hydroxide-on-carbon (20%, 45% moisture, 100 mg) in methanol (14 ml) is shaken on a Parr hydrogenation apparatus under a hydrogen atmosphere at 40 psi for 2 hrs and at 28 psi for 16 hrs. The catalyst is then removed by filtration through diatomaceous earth and the filtrate is concentrated under reduced pressure and flushed through a short pad of silica gel (70-230 mesh, 5 g), elut... Starting materials: ClC1=CC=NC2=CC(=CC=C12)Cl (4,7-dichloroquinoline), CC1=NC(=NC(=C1)C)S (4,6-dimethyl-2-mercaptopyrimidine), N,N-dime thylimidazolidinone. Run at temperature 80 celsius. Product: ClC1=CC=C2C(=CC=NC2=C1)SC1=NC(=CC(=N1)C)C (7-chloro-4-(4,6-dimethyl-2-pyrimidinylthio)-quinoline). Reaction SMILES: Cl[C:2]1[C:11]2[C:6](=[CH:7][C:8]([Cl:12])=[CH:9][CH:10]=2)[N:5]=[CH:4][CH:3]=1.[CH3:13][C:14]1[CH:19]=[C:18]([CH3:20])[N:17]=[C:16]([SH:21])[N:15]=1>>[Cl:12][C:8]1[CH:7]=[C:6]2[C:11]([C:2]([S:21][C:16]3[N:17]=[C:18]([CH3:20])[CH:19]=[C:14]([CH3:13])[N:15]=3)=[CH:3][CH:4]=[N:5]2)=[CH:10][CH:9]=1. Procedure: A mixture of 1.17 g of 4,7-dichloroquinoline, 1.0 g of 4,6-dimethyl-2-mercaptopyrimidine and 3 ml of N,N-dime thylimidazolidinone was heated at 80° C. for 1 hour. The reaction mixture was cooled and separated by column chromatography(n-hexane/ethyl acetate=1/1) to obtain 7-chloro-4-(4,6-dimethyl-2-pyrimidinylthio)-quinoline. Yield was 0.83 g. Melting point was 127.4°-129.5° C.